Dataset: the Open Reaction Database (ORD), a public repository of structured organic reaction records. Task: describe an organic reaction: reactants, conditions, products, and yield The reactants are C(#C)[Si](C)(C)C (ethynyl(trimethyl)silane), BrC1=C(C(=O)OC)C=C(C=C1)Cl (methyl 2-bromo-5-chlorobenzoate), C(=O)(C(F)(F)F)O (TFA). The reagents and catalysts are CC(=O)[O-].CC(=O)[O-].[Pd+2] (Pd(OAc)2), [Cu]I (copper (I) iodide), C1(=CC=CC=C1)P(C1=CC=CC=C1)C1=CC=CC=C1 (triphenylphosphine). Conditions: temperature 50 celsius, time 20 hour. The product is ClC=1C=CC(=C(C(=O)OC)C1)C#C[Si](C)(C)C (methyl 5-chloro-2-[2-(trimethylsilyl)ethynyl]benzoate). Isolated yield 102.9%. RXN SMILES: Br[C:2]1[CH:11]=[CH:10][C:9]([Cl:12])=[CH:8][C:3]=1[C:4]([O:6][CH3:7])=[O:5].C(O)(C(F)(F)F)=O.[C:20]([Si:22]([CH3:25])([CH3:24])[CH3:23])#[CH:21]>[Cu]I.CC([O-])=O.CC([O-])=O.[Pd+2].C1(P(C2C=CC=CC=2)C2C=CC=CC=2)C=CC=CC=1>[Cl:12][C:9]1[CH:10]=[CH:11][C:2]([C:21]#[C:20][Si:22]([CH3:25])([CH3:24])[CH3:23])=[C:3]([CH:8]=1)[C:4]([O:6][CH3:7])=[O:5] |f:4.5.6|. Procedure: To a solution of methyl 2-bromo-5-chlorobenzoate (14.8 g, 59 mmol) in TFA (124 ml, 889.82 mmol) was added copper (I) iodide (338 mg, 1.78 mmol) and triphenylphosphine (778 mg, 2.97 mmol) at room temperature and under nitrogen. This mixture had nitrogen bubbled through it for 10 minutes before the addition of ethynyl(trimethyl)silane (12.45 ml, 89 mmol) and Pd(OAc)2 (266 mg, 1.19 mmol). The reaction mixture was stirred at 50° C. for 20 hours before being concentrated under reduced pressure. The r... Starting materials: C(C)(C)(C)OC(=O)N1C([C@@](CC1)(CC(=O)OC(C)(C)C)CC(C)C)=O ((S)-tert-butyl N-tert-butyloxycarbonyl-3-(2-methylpropyl)-2-oxo-3-pyrrolidineacetate), C[O-].[Mg+2].C[O-] (magnesium methoxide), CO (MeOH), O (water). Run in C(C)(=O)O (acetic acid). Product: CC(C[C@@]1(C(NCC1)=O)CC(=O)OC(C)(C)C)C ((S)tert-Butyl 3-(2-methylpropyl)-2-oxo-3-pyrrolidineacetate). Yield: 89.4%. As a reaction SMILES: C(OC([N:8]1[CH2:12][CH2:11][C@@:10]([CH2:21][CH:22]([CH3:24])[CH3:23])([CH2:13][C:14]([O:16][C:17]([CH3:20])([CH3:19])[CH3:18])=[O:15])[C:9]1=[O:25])=O)(C)(C)C.C[O-].[Mg+2].C[O-].CO.O>C(O)(=O)C>[CH3:23][CH:22]([CH3:24])[CH2:21][C@@:10]1([CH2:13][C:14]([O:16][C:17]([CH3:18])([CH3:20])[CH3:19])=[O:15])[CH2:11][CH2:12][NH:8][C:9]1=[O:25] |f:1.2.3|. Procedure: A solution of (S)-tert-butyl N-tert-butyloxycarbonyl-3-(2-methylpropyl)-2-oxo-3-pyrrolidineacetate (193 mg, 0.543 mmol), magnesium methoxide (3.0 mL, 6-10 wt. % in MeOH), and MeOH (2.7 mL) is stirred at room temperature for 16 hours. The solution is poured into water (15 mL) and the mixture acidified with acetic acid. The mixture is extracted several times with CH2Cl2, the combined filtrates dried (MgSO4), filtered, and concentrated to give 124 mg (89%) of the title compound as an oil. The reactants are C(CC(O)(C(=O)O)CC(=O)O)(=O)O (citric acid), CCOC(=O)C (EtOAc), C(C=C)[C@@]1(C(N([C@@H]([C@H](C1)C1=CC(=CC=C1)Cl)C1=CC=C(C=C1)Cl)[C@@H](CC)C(CC(C)C)O)=O)C ((3S,5R,6S)-3-allyl-5-(3-chlorophenyl)-6-(4-chlorophenyl)-1-((3S)-4-hydroxy-6-methylheptan-3-yl)-3-methylpiperidin-2-one), C(C)#N (acetonitrile), I(=O)(=O)(=O)[O-].[Na+] (sodium periodate). The reagents and catalysts are O.[Ru](Cl)(Cl)Cl (ruthenium(III) chloride hydrate). Solvent: O (water), C(Cl)(Cl)(Cl)Cl (CCl4). Reaction conditions: time 2 hour. Yields the product ClC=1C=C(C=CC1)[C@H]1C[C@](C(N([C@@H]1C1=CC=C(C=C1)Cl)[C@@H](CC)C(CC(C)C)=O)=O)(C)CC(=O)O (2-((3R,5R,6S)-5-(3-chlorophenyl)-6-(4-chlorophenyl)-3-methyl-1-((S)-6-methyl-4-oxoheptan-3-yl)-2-oxopiperidin-3-yl)acetic acid). RXN SMILES: [CH2:1]([C@@:4]1(C)[CH2:9][C@H:8]([C:10]2[CH:15]=[CH:14][CH:13]=[C:12]([Cl:16])[CH:11]=2)[C@@H:7]([C:17]2[CH:22]=[CH:21][C:20]([Cl:23])=[CH:19][CH:18]=2)[N:6]([C@H:24]([CH:27]([OH:32])[CH2:28][CH:29]([CH3:31])[CH3:30])[CH2:25][CH3:26])[C:5]1=[O:33])C=C.C(#N)C.I([O-])(=O)(=O)=O.[Na+].C(O)(=O)CC(CC(O)=O)(C(O)=O)O.CC[O:59][C:60]([CH3:62])=[O:61]>O.O.[Ru](Cl)(Cl)Cl.C(Cl)(Cl)(Cl)Cl>[Cl:16][C:12]1[CH:11]=[C:10]([C@@H:8]2[C@@H:7]([C:17]3[CH:22]=[CH:21][C:20]([Cl:23])=[CH:19][CH:18]=3)[N:6]([C@H:24]([C:27](=[O:32])[CH2:28][CH:29]([CH3:30])[CH3:31])[CH2:25][CH3:26])[C:5](=[O:33])[C@:4]([CH2:62][C:60]([OH:59])=[O:61])([CH3:1])[CH2:9]2)[CH:15]=[CH:14][CH:13]=1 |f:2.3,7.8|. Procedure details: To a rapidly stirring solution of 120 mg (0.239 mmol) of (3S,5R,6S)-3-allyl-5-(3-chlorophenyl)-6-(4-chlorophenyl)-1-((3S)-4-hydroxy-6-methylheptan-3-yl)-3-methylpiperidin-2-one (Example 204, Step A) in a mixture of 1.5 mL of water, 1.0 mL of acetonitrile and 1.0 mL of CCl4 was added sodium periodate (204 mg, 0.995 mmol), followed by ruthenium(III) chloride hydrate (5.38 mg, 0.024 mmol). After being stirred vigorously for 2 h, the reaction was acidified (10% citric acid) and diluted with EtOAc. T... Conditions: temperature 80 celsius, time 15 hour. The product is Cc3ccc(c2ccc1CCCCc1c2)cc3. The reactants are Cc1ccc([Mg]Br)cc1 (effective_coupling_partner), COCOc2ccc1CCCCc1c2 (substrate). Reagents/catalysts: PCy3.